Dataset: the Open Reaction Database (ORD), a public repository of structured organic reaction records. Task: describe an organic reaction: reactants, conditions, products, and yield Starting materials: OC(CC1(CCN(C(O1)=O)C(C)(C)C1=CC=C(C=C1)B1OC(C(O1)(C)C)(C)C)C1=CC=CC=C1)(C)C (6-(2-hydroxy-2-methylpropyl)-6-phenyl-3-(2-(4-(4,4,5,5-tetramethyl-1,3,2-dioxaborolan-2-yl)phenyl)propan-2-yl)-1,3-oxazinan-2-one), C([O-])([O-])=O.[Na+].[Na+] (sodium carbonate), O (water), IC1=CC(N(C=C1)C)=O (4-iodo-1-methylpyridin-2(1H)-one). The reagents and catalysts are C=1C=CC(=CC1)[P](C=2C=CC=CC2)(C=3C=CC=CC3)[Pd]([P](C=4C=CC=CC4)(C=5C=CC=CC5)C=6C=CC=CC6)([P](C=7C=CC=CC7)(C=8C=CC=CC8)C=9C=CC=CC9)[P](C=1C=CC=CC1)(C=1C=CC=CC1)C=1C=CC=CC1 (Pd(PPh3)4). Run in C1(=CC=CC=C1)C (toluene), CCO (EtOH). Reaction conditions: temperature 100 celsius, time 2.5 hour. Product: CN1C(CC(C=C1)C1NC(OC(C1)C1=CC=CC=C1)=O)=O (4-(1-methyl-2-oxo-dihydropyridin-4-yl)-6-phenyl-1,3-oxazinan-2-one). Isolated yield 60.8%. As a reaction SMILES: OC(C)(C)C[C:4]1([C:29]2[CH:34]=[CH:33][CH:32]=[CH:31][CH:30]=2)[O:9][C:8](=[O:10])[N:7](C(C2C=CC(B3OC(C)(C)C(C)(C)O3)=CC=2)(C)C)[CH2:6][CH2:5]1.C(=O)([O-])[O-].[Na+].[Na+].O.I[C:45]1[CH:50]=[CH:49][N:48]([CH3:51])[C:47](=[O:52])[CH:46]=1>C1(C)C=CC=CC=1.CCO.C1C=CC([P]([Pd]([P](C2C=CC=CC=2)(C2C=CC=CC=2)C2C=CC=CC=2)([P](C2C=CC=CC=2)(C2C=CC=CC=2)C2C=CC=CC=2)[P](C2C=CC=CC=2)(C2C=CC=CC=2)C2C=CC=CC=2)(C2C=CC=CC=2)C2C=CC=CC=2)=CC=1>[CH3:51][N:48]1[CH:49]=[CH:50][CH:45]([CH:6]2[CH2:5][CH:4]([C:29]3[CH:30]=[CH:31][CH:32]=[CH:33][CH:34]=3)[O:9][C:8](=[O:10])[NH:7]2)[CH2:46][C:47]1=[O:52] |f:1.2.3,^1:66,68,87,106|. Reported procedure: To a solution of 6-(2-hydroxy-2-methylpropyl)-6-phenyl-3-(2-(4-(4,4,5,5-tetramethyl-1,3,2-dioxaborolan-2-yl)phenyl)propan-2-yl)-1,3-oxazinan-2-one (30 mg, 60.9 μmol) in toluene (3 mL) was added a solution of sodium carbonate (64.5 mg, 609 μmol) in EtOH (2 mL)/water (1 mL), 4-iodo-1-methylpyridin-2(1H)-one (14.5 mg, 609 μmol) and Pd(PPh3)4 (7.5 mg, 6 μmol) successively under nitrogen. The mixture was stirred at 100° C. for 2.5 h. The reaction mixture was concentrated under vacuum. The residue was... Reactants: CC1(C)OB(c2ccc(N)cc2)OC1(C)C, O=C=Nc1cccc(F)c1. Yields the product CC1(C)OB(c2ccc(NC(=O)Nc3cccc(F)c3)cc2)OC1(C)C. As a reaction SMILES: [CH3:1][C:2]1([CH3:16])[O:3][B:4]([c:9]2[cH:10][cH:11][c:12]([NH2:13])[cH:14][cH:15]2)[O:5][C:6]1([CH3:7])[CH3:8].[F:17][c:18]1[cH:19][c:20]([N:24]=[C:25]=[O:26])[cH:21][cH:22][cH:23]1>>[CH3:1][C:2]1([CH3:16])[O:3][B:4]([c:9]2[cH:10][cH:11][c:12]([NH:13][C:25]([NH:24][c:20]3[cH:19][c:18]([F:17])[cH:23][cH:22][cH:21]3)=[O:26])[cH:14][cH:15]2)[O:5][C:6]1([CH3:7])[CH3:8]. Starting materials: CN(C)c1ccccc1, COC(=O)Cc1c(C)nc2ccnn2c1O, O=P(Cl)(Cl)Cl. Yields the product COC(=O)Cc1c(C)nc2ccnn2c1Cl. RXN SMILES: [CH3:17][N:18]([CH3:19])[c:20]1[cH:21][cH:22][cH:23][cH:24][cH:25]1.[OH:1][c:2]1[c:3]([CH2:12][C:13](=[O:14])[O:15][CH3:16])[c:4]([CH3:11])[n:5][c:6]2[n:7]1[n:8][cH:9][cH:10]2.[P:26]([Cl:27])([Cl:28])([Cl:29])=[O:30]>>[c:2]1([Cl:28])[c:3]([CH2:12][C:13](=[O:14])[O:15][CH3:16])[c:4]([CH3:11])[n:5][c:6]2[n:7]1[n:8][cH:9][cH:10]2. The reactants are C(C)NC1=C(C=C(C=C1)F)N (N-ethyl-4-fluorophenylenediamine), C(C)C(C([O-])([O-])[O-])(CC)CC (triethylorthoacetate). The solvent is C(C)O (ethanol). The product is C(C)N1C(=NC2=C1C=CC(=C2)F)C (1-ethyl-2-methyl-5-fluorobenzimidazole). RXN SMILES: [CH2:1]([NH:3][C:4]1[CH:9]=[CH:8][C:7]([F:10])=[CH:6][C:5]=1[NH2:11])[CH3:2].[CH2:12](C(CC)(CC)C([O-])([O-])[O-])[CH3:13]>C(O)C>[CH2:1]([N:3]1[C:4]2[CH:9]=[CH:8][C:7]([F:10])=[CH:6][C:5]=2[N:11]=[C:12]1[CH3:13])[CH3:2]. Procedure: To 2.92 g of N-ethyl-4-fluorophenylenediamine in 15 ml of ethanol was added 3.49 ml of triethylorthoacetate and the reaction refluxed for 6 hours. The solvent was removed and the residue partitioned between ethyl acetate and water. The organic phase was separated, dried and the solvent removed to give 2.87 g of product as a brown oil. The reactants are C(=O)=O.C(C)#N (dry ice acetonitrile), Cuprous iodide, O=C(C)C=C(C)C (mesityl oxide), O=C(C)C=C(C)C (Mesityl oxide), C(C)[Mg]Br (Ethyl magnesium bromide), [Cl-].[NH4+] (ammonium chloride). Solvent: CCOCC (ether). Run at temperature -37 celsius. Yields the product CC(CC(C)=O)(CC)C (4,4-Dimethyl-2-hexanone). Yield: 42.0%. As a reaction SMILES: [C:1](=O)=O.[C:4](#N)[CH3:5].[CH2:7]([Mg]Br)[CH3:8].[O:11]=[C:12]([CH:14]=C(C)C)[CH3:13].[Cl-].[NH4+]>CCOCC>[CH3:1][C:4]([CH3:5])([CH2:7][CH3:8])[CH2:13][C:12](=[O:11])[CH3:14] |f:0.1,4.5|. Procedure: Cuprous iodide (19.0 gms., 0.098 moles) is placed in 100 ml. of ether and the reaction cooled to -37° C. (dry ice-acetonitrile). Ethyl magnesium bromide (3.0 mole solution, in ether, 70 ml., 210 mmoles) is then added slowly. The addition takes place over a twenty-minute period, and during this time the temperature of the reaction is never allowed to exceed -30° C. The blackish solution is allowed to cool at -37° C. and mesityl oxide (10 gms., 0.102 mole) (in ether, 50 ml.) is added dropwise. Mes...